This data is from the Open Reaction Database (ORD), a public repository of structured organic reaction records. The task is: describe an organic reaction: reactants, conditions, products, and yield Reactants: FC(C=1C=C(C=CC1)NC#N)(F)F (N-(3-(trifluoromethyl)phenyl)cyanamide), C([O-])([O-])=O.[K+].[K+] (potassium carbonate), [I-].[K+] (potassium iodide), ClC(=C)CCl (2,3-dichloro-1-propene). Solvent: CN(C=O)C (N,N-dimethylformamide). Conditions: temperature 50 celsius. Product: FC(C=1C=C(C=CC1)N(C#N)CC(=C)Cl)(F)F (N-(3-(trifluoromethyl)phenyl)-N-(2-chloro-2-propenyl)cyanamide). Yield: 99.1%. As a reaction SMILES: [F:1][C:2]([F:13])([F:12])[C:3]1[CH:4]=[C:5]([NH:9][C:10]#[N:11])[CH:6]=[CH:7][CH:8]=1.C(=O)([O-])[O-].[K+].[K+].[I-].[K+].[Cl:22][C:23]([CH2:25]Cl)=[CH2:24]>CN(C)C=O>[F:1][C:2]([F:12])([F:13])[C:3]1[CH:4]=[C:5]([N:9]([CH2:25][C:23]([Cl:22])=[CH2:24])[C:10]#[N:11])[CH:6]=[CH:7][CH:8]=1 |f:1.2.3,4.5|. Procedure details: N-(3-(trifluoromethyl)phenyl)cyanamide (18.6 g) was dissolved in N,N-dimethylformamide (DMF) (93.0 g), to which powdered potassium carbonate (20.7 g) and potassium iodide (1.7 g) were added at room temperature with stirring. Further, 2,3-dichloro-1-propene (13.3 g) was added dropwise at room temperature with stirring. The mixture was heated to 50° C. and stirred at the same temperature for 1 hour. After cooling to room temperature, waster was added to the reaction mixture, which was then extract... Starting materials: BrC1=NC(=CC(=C1)C1=CC=C(C=C1)C(F)(F)F)COC1OCCCC1 (2-bromo-6-(tetrahydro-pyran-2-yloxymethyl)-4-(4-trifluoromethyl-phenyl)-pyridine), CCCCCCC.C(C)(=O)OCC (n-heptane ethyl acetate), C(C)(C)(C)NS(=O)(=O)C1=CC(=CC=C1)C1=NC(=CC=C1)[Sn](CCCC)(CCCC)CCCC (N-tert-butyl-3-(6-tributylstannanyl-pyridin-2-yl)-benzenesulfonamide), tetrakis(triphenyl-phosphine)palladium. Run in C1(=CC=CC=C1)C (toluene). Product: C(C)(C)(C)NS(=O)(=O)C1=CC(=CC=C1)C1=CC=CC(=N1)C1=NC(=CC(=C1)C1=CC=C(C=C1)C(F)(F)F)COC1OCCCC1 (N-tert-butyl-3-[6′-(tetrahydro-pyran-2-yloxymethyl)-4′-(4-trifluoromethyl-phenyl)-[2,2′]bipyridinyl-6-yl]-benzenesulfonamide). Yield: 98.3%. As a reaction SMILES: Br[C:2]1[CH:7]=[C:6]([C:8]2[CH:13]=[CH:12][C:11]([C:14]([F:17])([F:16])[F:15])=[CH:10][CH:9]=2)[CH:5]=[C:4]([CH2:18][O:19][CH:20]2[CH2:25][CH2:24][CH2:23][CH2:22][O:21]2)[N:3]=1.[C:26]([NH:30][S:31]([C:34]1[CH:39]=[CH:38][CH:37]=[C:36]([C:40]2[CH:45]=[CH:44][CH:43]=[C:42]([Sn](CCCC)(CCCC)CCCC)[N:41]=2)[CH:35]=1)(=[O:33])=[O:32])([CH3:29])([CH3:28])[CH3:27].CCCCCCC.C(OCC)(=O)C>C1(C)C=CC=CC=1>[C:26]([NH:30][S:31]([C:34]1[CH:39]=[CH:38][CH:37]=[C:36]([C:40]2[N:41]=[C:42]([C:2]3[CH:7]=[C:6]([C:8]4[CH:13]=[CH:12][C:11]([C:14]([F:17])([F:16])[F:15])=[CH:10][CH:9]=4)[CH:5]=[C:4]([CH2:18][O:19][CH:20]4[CH2:25][CH2:24][CH2:23][CH2:22][O:21]4)[N:3]=3)[CH:43]=[CH:44][CH:45]=2)[CH:35]=1)(=[O:32])=[O:33])([CH3:29])([CH3:27])[CH3:28] |f:2.3|. Procedure details: A stirred mixture of 2-bromo-6-(tetrahydro-pyran-2-yloxymethyl)-4-(4-trifluoromethyl-phenyl)-pyridine (Example A.65) (0.400 g, 0.894 mmol), N-tert-butyl-3-(6-tributylstannanyl-pyridin-2-yl)-benzenesulfonamide (Example F.6) (0.518 g, 0.894 mmol), tetrakis(triphenyl-phosphine)palladium (0.052 g, 5 mol %) in toluene (5 mL) was heated under reflux conditions for 18 h. After cooling to rt, the reaction mixture was directly subjected to silica gel column chromatography with n-heptane/ethyl acetate to ... Starting materials: [Br-], C1CCOC1, O=C1CCN(c2ccc3nnc(C(F)(F)F)n3n2)CC1, Fc1cccc([Mg+])c1. The product is OC1(c2cccc(F)c2)CCN(c2ccc3nnc(C(F)(F)F)n3n2)CC1. RXN SMILES: [Br-:1].[CH2:30]1[O:31][CH2:32][CH2:33][CH2:34]1.[F:10][C:11]([c:12]1[n:13][n:14][c:15]2[n:16]1[n:17][c:18]([N:21]1[CH2:22][CH2:23][C:24](=[O:27])[CH2:25][CH2:26]1)[cH:19][cH:20]2)([F:28])[F:29].[F:2][c:3]1[cH:4][c:5]([Mg+:9])[cH:6][cH:7][cH:8]1>>[F:2][c:3]1[cH:4][c:5]([C:24]2([OH:27])[CH2:23][CH2:22][N:21]([c:18]3[n:17][n:16]4[c:12]([C:11]([F:10])([F:28])[F:29])[n:13][n:14][c:15]4[cH:20][cH:19]3)[CH2:26][CH2:25]2)[cH:6][cH:7][cH:8]1. The reactants are Cl.Cl.Cl.ClC1(CCNCC1)C=1C(=NC=CN1)OC1CN(C1)C(=O)OCC1=CC=CC=C1 (benzyl 3-((3-(4-chloropiperidin-4-yl)pyrazin-2-yl)oxy)azetidine-1-carboxylate trihydrochloride salt), C(C)(=O)N1C=NC=C1 (1-acetylimidazole), CCN(C(C)C)C(C)C (DIEA), C(C)(=O)N1C=NC=C1 (1-acetylimidazole), O (H2O). The solvent is C(Cl)Cl (DCM). Reaction conditions: time 16 hour. Product: C(C)(=O)N1CCC(CC1)(O)C=1C(=NC=CN1)OC1CN(C1)C(=O)OCC1=CC=CC=C1 (Benzyl 3-((3-(1-Acetyl-4-Hydroxypiperidin-4-yl)Pyrazin-2-yl)Oxy)Azetidine-1-Carboxylate). RXN SMILES: Cl.Cl.Cl.Cl[C:5]1([C:11]2[C:12]([O:17][CH:18]3[CH2:21][N:20]([C:22]([O:24][CH2:25][C:26]4[CH:31]=[CH:30][CH:29]=[CH:28][CH:27]=4)=[O:23])[CH2:19]3)=[N:13][CH:14]=[CH:15][N:16]=2)[CH2:10][CH2:9][NH:8][CH2:7][CH2:6]1.[C:32](N1C=CN=C1)(=[O:34])[CH3:33].CCN(C(C)C)C(C)C.[OH2:49]>C(Cl)Cl>[C:32]([N:8]1[CH2:9][CH2:10][C:5]([C:11]2[C:12]([O:17][CH:18]3[CH2:21][N:20]([C:22]([O:24][CH2:25][C:26]4[CH:31]=[CH:30][CH:29]=[CH:28][CH:27]=4)=[O:23])[CH2:19]3)=[N:13][CH:14]=[CH:15][N:16]=2)([OH:49])[CH2:6][CH2:7]1)(=[O:34])[CH3:33] |f:0.1.2.3|. Procedure details: A mixture of benzyl 3-((3-(4-chloropiperidin-4-yl)pyrazin-2-yl)oxy)azetidine-1-carboxylate trihydrochloride salt, 1-acetylimidazole (0.204 g, 1.851 mmol), DIEA (1.58 mL, 9.25 mmol), and 1-acetylimidazole (0.204 g, 1.851 mmol) in DCM (10 mL) was stirred at room temperature for 16 hours. H2O was added, and layers were separated. The organic extracts were dried over Na2SO4, concentrated and purified by silica gel chromatography using ISCO™ (0-60% EtOAc/Hexanes) to give the title compound. MS (M+1):... Reactants: [BH4-], CNC(=O)Cc1ccccc1OCc1ccccc1, CO, I, [Na+], C1CCOC1. Yields the product CNCCc1ccccc1OCc1ccccc1. As a reaction SMILES: [BH4-:20].[CH2:1]([c:2]1[cH:3][cH:4][cH:5][cH:6][cH:7]1)[O:8][c:9]1[c:10]([CH2:15][C:16](=[O:17])[NH:18][CH3:19])[cH:11][cH:12][cH:13][cH:14]1.[CH3:23][OH:24].[I:22].[Na+:21].[O:25]1[CH2:26][CH2:27][CH2:28][CH2:29]1>>[CH2:1]([c:2]1[cH:3][cH:4][cH:5][cH:6][cH:7]1)[O:8][c:9]1[c:10]([CH2:15][CH2:16][NH:18][CH3:19])[cH:11][cH:12][cH:13][cH:14]1. Starting materials: OC1=CC=C(C(=O)OCCCCCCCC)C=C1 (Octyl p-hydroxybenzoate), C(C1=CC=C(C(=O)Cl)C=C1)(=O)Cl (terephthalic dichloride). Product: C(CCCCCCC)OC(=O)C1=CC=C(C=C1)OC(C1=CC=C(C(=O)OC2=CC=C(C=C2)C(=O)OCCCCCCCC)C=C1)=O (di(p-octyloxycarbonylphenyl)terephthalate). Reaction SMILES: [OH:1][C:2]1[CH:18]=[CH:17][C:5]([C:6]([O:8][CH2:9][CH2:10][CH2:11][CH2:12][CH2:13][CH2:14][CH2:15][CH3:16])=[O:7])=[CH:4][CH:3]=1.[C:19](Cl)(=[O:29])[C:20]1[CH:28]=[CH:27][C:23]([C:24](Cl)=[O:25])=[CH:22][CH:21]=1>>[CH2:9]([O:8][C:6]([C:5]1[CH:4]=[CH:3][C:2]([O:1][C:19](=[O:29])[C:20]2[CH:28]=[CH:27][C:23]([C:24]([O:1][C:2]3[CH:3]=[CH:4][C:5]([C:6]([O:8][CH2:9][CH2:10][CH2:11][CH2:12][CH2:13][CH2:14][CH2:15][CH3:16])=[O:7])=[CH:17][CH:18]=3)=[O:25])=[CH:22][CH:21]=2)=[CH:18][CH:17]=1)=[O:7])[CH2:10][CH2:11][CH2:12][CH2:13][CH2:14][CH2:15][CH3:16]. Reported procedure: Octyl p-hydroxybenzoate and terephthalic dichloride are allowed to react and treated in a similar procedure to Example 4. The residue obtained is recrystallized from ethyl acetate-chloroform (1:1) to give di(p-octyloxycarbonylphenyl)terephthalate, m.p. 108°-110° C., as white crystals. As a reaction SMILES: [CH3:1][N:2]([CH3:32])[C:3]1[C:27]([C:28]([F:31])([F:30])[F:29])=[CH:26][C:6]2[NH:7][C:8](=[O:25])[CH2:9][C:10]([C:12]3[CH:17]=[CH:16][CH:15]=[C:14]([N:18]4[C:22]([CH2:23]O)=[CH:21][N:20]=[N:19]4)[CH:13]=3)=[N:11][C:5]=2[CH:4]=1.O=S(Cl)Cl.[CH:37]1([NH2:40])[CH2:39][CH2:38]1>>[CH:37]1([NH:40][CH2:23][C:22]2[N:18]([C:14]3[CH:13]=[C:12]([C:10]4[CH2:9][C:8](=[O:25])[NH:7][C:6]5[CH:26]=[C:27]([C:28]([F:29])([F:31])[F:30])[C:3]([N:2]([CH3:32])[CH3:1])=[CH:4][C:5]=5[N:11]=4)[CH:17]=[CH:16][CH:15]=3)[N:19]=[N:20][CH:21]=2)[CH2:39][CH2:38]1. Procedure: The title compound was prepared from 7-dimethylamino-4-[3-(5-hydroxymethyl-[1,2,3]triazol-1-yl)-phenyl]-8-trifluoromethyl-1,3-dihydro-benzo[b][1,4]diazepin-2-one (Example 17) (444 mg, 1.0 mmol) by treatment with SOCl2 (3 eq.) and cyclopropyl amine (10 eq.) as described in Example 45. Obtained as a yellow solid (248 mg). Product: C1(CC1)NCC1=CN=NN1C=1C=C(C=CC1)C1=NC2=C(NC(C1)=O)C=C(C(=C2)N(C)C)C(F)(F)F (4-[3-(5-Cyclopropylaminomethyl-[1,2,3]triazol-1-yl)-phenyl]-7-dimethylamino-8-trifluoromethyl-1,3-dihydro-benzo[b][1,4]diazepin-2-one), solid. Starting materials: CN(C1=CC2=C(NC(CC(=N2)C2=CC(=CC=C2)N2N=NC=C2CO)=O)C=C1C(F)(F)F)C (7-dimethylamino-4-[3-(5-hydroxymethyl-[1,2,3]triazol-1-yl)-phenyl]-8-trifluoromethyl-1,3-dihydro-benzo[b][1,4]diazepin-2-one), O=S(Cl)Cl (SOCl2), C1(CC1)N (cyclopropyl amine). The reactants are C(CCC(=O)O)(=O)O (Succinic acid), FC(OC1=CC=C(OCCCONC(=N)NC(=N)NC(C)C)C=C1)(F)F (1-(3-(4-trifluoromethoxyphenoxy)propyloxy)-5-isopropyl biguanide), O (water). Solvent: C(C)O (ethanol). Yields the product C(CCC(=O)O)(=O)O.FC(OC1=CC=C(OCCCONC(=N)NC(=N)NC(C)C)C=C1)(F)F.FC(OC1=CC=C(OCCCONC(=N)NC(=N)NC(C)C)C=C1)(F)F (1-(3-(4-trifluoromethoxyphenoxy)propyloxy)-5-isopropyl biguanide hemisuccinate). Isolated yield 78.6%. As a reaction SMILES: [C:1]([OH:8])(=[O:7])[CH2:2][CH2:3][C:4]([OH:6])=[O:5].[F:9][C:10]([F:34])([F:33])[O:11][C:12]1[CH:32]=[CH:31][C:15]([O:16][CH2:17][CH2:18][CH2:19][O:20][NH:21][C:22]([NH:24][C:25]([NH:27][CH:28]([CH3:30])[CH3:29])=[NH:26])=[NH:23])=[CH:14][CH:13]=1.O>C(O)C>[C:1]([OH:8])(=[O:7])[CH2:2][CH2:3][C:4]([OH:6])=[O:5].[F:9][C:10]([F:33])([F:34])[O:11][C:12]1[CH:13]=[CH:14][C:15]([O:16][CH2:17][CH2:18][CH2:19][O:20][NH:21][C:22]([NH:24][C:25]([NH:27][CH:28]([CH3:29])[CH3:30])=[NH:26])=[NH:23])=[CH:31][CH:32]=1.[F:9][C:10]([F:33])([F:34])[O:11][C:12]1[CH:13]=[CH:14][C:15]([O:16][CH2:17][CH2:18][CH2:19][O:20][NH:21][C:22]([NH:24][C:25]([NH:27][CH:28]([CH3:29])[CH3:30])=[NH:26])=[NH:23])=[CH:31][CH:32]=1 |f:4.5.6|. Reported procedure: Succinic acid (1.05 g, 8.9 mmol) was added to a solution of 1-(3-(4-trifluoromethoxyphenoxy)propyloxy)-5-isopropyl biguanide free base (6.6 grams, 17.5 mmol) in 20 ml of ethanol. The mixture was heated to dissolve the acid and water (40 ml) was added. The solution was cooled to room temperature and subsequently refrigerated to complete crystallization. The crystals were isolated by filtration, washed with 5 ml of ice-cold 50% ethanol and dried to yield 1-(3-(4-trifluoromethoxyphenoxy)propyloxy)-... Starting materials: CC(C)(C)OC(=O)N1CCC(N2CCN(Cc3ccccc3)CC2)C1, CCO, CC(=O)O. Product: CC(C)(C)OC(=O)N1CCC(N2CCNCC2)C1. Reaction SMILES: [C:1]([CH3:2])([CH3:3])([CH3:4])[O:5][C:6](=[O:7])[N:8]1[CH2:9][CH:10]([N:13]2[CH2:14][CH2:15][N:16]([CH2:19][c:20]3[cH:21][cH:22][cH:23][cH:24][cH:25]3)[CH2:17][CH2:18]2)[CH2:11][CH2:12]1.[CH3:26][CH2:27][OH:28].[CH3:29][C:30](=[O:31])[OH:32]>>[C:1]([CH3:2])([CH3:3])([CH3:4])[O:5][C:6](=[O:7])[N:8]1[CH2:9][CH:10]([N:13]2[CH2:14][CH2:15][NH:16][CH2:17][CH2:18]2)[CH2:11][CH2:12]1. The reactants are C(C)(C)(C)Cl.NCC(=O)O (glycine tert-butyl hydrochloride), C(C)Cl.NCC(=O)O (glycine ethyl hydrochloride), ClC1=CC=C(OC2=CC=C(C=N2)CN2C(C(=C(CC2)O)C(=O)NCC(=O)O)=O)C=C1 (N-[(1-{[6-(4-chlorophenoxy)-3-pyridinyl]methyl}-4-hydroxy-2-oxo-1,2,5,6-tetrahydro-3-pyridinyl)carbonyl]glycine), compound, CCC1NC(=O)C2=C(O1)C=CC(=C2)N (A-302). Product: C1(CC1)COC1=C(C=C(CN2C(C(=C(CC2)O)C(=O)NCC(=O)OCC)=O)C=C1)C (ethyl N-({1-[4-(cyclopropylmethoxy)-3-methylbenzyl]-4-hydroxy-2-oxo-1,2,5,6-tetrahydro-3-pyridinyl}carbonyl)glycinate). RXN SMILES: [C:1](Cl)(C)(C)[CH3:2].NCC(O)=O.CCC1OC2C=CC(N)=CC=2C(=O)N1.[CH2:25](Cl)[CH3:26].NCC(O)=O.Cl[C:34]1[CH:62]=[CH:61][C:37]([O:38][C:39]2N=[CH:43][C:42]([CH2:45][N:46]3[CH2:51][CH2:50][C:49]([OH:52])=[C:48]([C:53]([NH:55][CH2:56][C:57]([OH:59])=[O:58])=[O:54])[C:47]3=[O:60])=[CH:41][CH:40]=2)=CC=1>>[CH:61]1([CH2:37][O:38][C:39]2[CH:40]=[CH:41][C:42]([CH2:45][N:46]3[CH2:51][CH2:50][C:49]([OH:52])=[C:48]([C:53]([NH:55][CH2:56][C:57]([O:59][CH2:1][CH3:2])=[O:58])=[O:54])[C:47]3=[O:60])=[CH:43][C:25]=2[CH3:26])[CH2:62][CH2:34]1 |f:0.1,3.4|. Reported procedure: Instead of the compound obtained in Reference Example A-1 and glycine tert-butyl hydrochloride, the compound (2.10 g) obtained in Reference Example A-302 and glycine ethyl hydrochloride (956 mg) were respectively used and treated by the same techniques as in Example 1-1(1) to (3) to give ethyl N-({1-[4-(cyclopropylmethoxy)-3-methylbenzyl]-4-hydroxy-2-oxo-1,2,5,6-tetrahydro-3-pyridinyl}carbonyl)glycinate as a yellow oil (2.01 g).